describe an organic reaction: reactants, conditions, products, and yield From a dataset of the Open Reaction Database (ORD), a public repository of structured organic reaction records. The reactants are C(#N)CCC(C(=O)OCC)(C1=CC=CC=C1)C1=CC=CC=C1 (ethyl 4-cyano-2,2-diphenylbutanoate), N (ammonia). The reagents and catalysts are [Ni] (nickel). Run in CO (methanol), CO (methanol). Reaction conditions: time 24 hour. Product: C1(=CC=CC=C1)C1(C(NCCC1)=O)C1=CC=CC=C1 (3,3-diphenylpiperidin-2-one). Reaction SMILES: [C:1]([CH2:3][CH2:4][C:5]([C:17]1[CH:22]=[CH:21][CH:20]=[CH:19][CH:18]=1)([C:11]1[CH:16]=[CH:15][CH:14]=[CH:13][CH:12]=1)[C:6](OCC)=[O:7])#[N:2].N>CO.[Ni]>[C:11]1([C:5]2([C:17]3[CH:22]=[CH:21][CH:20]=[CH:19][CH:18]=3)[CH2:4][CH2:3][CH2:1][NH:2][C:6]2=[O:7])[CH:16]=[CH:15][CH:14]=[CH:13][CH:12]=1. Procedure: The product of Example 68B (14.4 g, 49.1 mmol) and 7 M ammonia in methanol (150 mL) were added to solvent-washed Raney®-nickel (72.0 g, 1227 mmol), and the mixture was stirred at room temperature for 24 hours under hydrogen (30 pounds per square inch). The mixture was filtered through a nylon membrane. The reaction mixture was concentrated. The residue was dissolved in dichloromethane/methanol (1:1) and filtered through a pad of diatomaceous earth to remove a greenish residue. The filtrate was c...